From a dataset of the Open Reaction Database (ORD), a public repository of structured organic reaction records. describe an organic reaction: reactants, conditions, products, and yield Starting materials: [BH3-]C#N, CC(=O)O, CO, O=CC1CCc2[nH]c3ccc(F)cc3c2C1, NC1COc2ccc3c(c2C1)C(=O)NC3, [Na+]. Yields the product O=C1NCc2ccc3c(c21)CC(NCC1CCc2[nH]c4ccc(F)cc4c2C1)CO3. RXN SMILES: [C:36]([BH3-:37])#[N:38].[CH3:32][C:33](=[O:34])[OH:35].[CH3:40][OH:41].[F:16][c:17]1[cH:18][c:19]2[c:20]3[c:25]([nH:26][c:27]2[cH:28][cH:29]1)[CH2:24][CH2:23][CH:22]([CH:30]=[O:31])[CH2:21]3.[NH2:1][CH:2]1[CH2:3][c:4]2[c:5]3[c:9]([cH:10][cH:11][c:12]2[O:13][CH2:14]1)[CH2:8][NH:7][C:6]3=[O:15].[Na+:39]>>[NH:1]([CH:2]1[CH2:3][c:4]2[c:5]3[c:9]([cH:10][cH:11][c:12]2[O:13][CH2:14]1)[CH2:8][NH:7][C:6]3=[O:15])[CH2:30][CH:22]1[CH2:21][c:20]2[c:19]3[cH:18][c:17]([F:16])[cH:29][cH:28][c:27]3[nH:26][c:25]2[CH2:24][CH2:23]1. The product is NC1=NC(=NC=C1C=O)C (4-amino-2-methylpyrimidine-5-carboxaldehyde). Reagents/catalysts: [Ni] (Raney nickel). Procedure details: A mixture of 76.5 g of 4-amino-2-methylpyrimidine-5-carbonitrile, 380 ml of 97% formic acid, 380 ml of water, and 8 g of Raney nickel catalyst is treated in a Parr pressure apparatus with hydrogen gas at an initial pressure of 51 psi at room temperature for 2.75 hours. The catalyst is removed by filtration and the filtrate is treated with 47.5 ml of concentrated hydrochloric acid and evaporated at reduced pressure. The residue is dissolved in hot water, treated with charcoal and filtered. Neutra... RXN SMILES: [NH2:1][C:2]1[C:7]([C:8]#N)=[CH:6][N:5]=[C:4]([CH3:10])[N:3]=1.C(O)=[O:12].[H][H]>[Ni].O>[NH2:1][C:2]1[C:7]([CH:8]=[O:12])=[CH:6][N:5]=[C:4]([CH3:10])[N:3]=1. Starting materials: NC1=NC(=NC=C1C#N)C (4-amino-2-methylpyrimidine-5-carbonitrile), C(=O)O (formic acid), [H][H] (hydrogen). Run in O (water). Run at time 20 hour. Yields the product O=C1CCCN2C1=CC1=CC=C(C=C21)C(=O)O (9-oxo-6,7,8,9-tetrahydro-pyrido[1,2-a]indole-3-carboxylic acid). Reported procedure: To a stirred suspension of NaH (260 mg of 60 wt % in mineral oil, 6.50 mmol) in DMF (5 mL) under an atmosphere of dry nitrogen was added 1H-indole-2,6-dicarboxylic acid diethyl ester (see Example 1) (1.50 g, 5.74 mmol) in DMF (40 mL) over 5 min. Ethyl 4-bromobutyrate (1.40 g, 7.2 mmol) was added dropwise, and the reaction was stirred at room temperature for 20 h. The reaction was quenched with water and extracted into methylene chloride (3×50 mL). The combined organic extracts were washed with b... Isolated yield 95.0%. Run in CN(C)C=O (DMF), CN(C)C=O (DMF). As a reaction SMILES: [H-].[Na+].C(O[C:6]([C:8]1[NH:9][C:10]2[C:15]([CH:16]=1)=[CH:14][CH:13]=[C:12]([C:17]([O:19]CC)=[O:18])[CH:11]=2)=[O:7])C.Br[CH2:23][CH2:24][CH2:25]C(OCC)=O>CN(C=O)C>[O:7]=[C:6]1[C:8]2=[CH:16][C:15]3[C:10]([N:9]2[CH2:25][CH2:24][CH2:23]1)=[CH:11][C:12]([C:17]([OH:19])=[O:18])=[CH:13][CH:14]=3 |f:0.1|. The reactants are C(C)OC(=O)C=1NC2=CC(=CC=C2C1)C(=O)OCC (1H-indole-2,6-dicarboxylic acid diethyl ester), [H-].[Na+] (NaH), BrCCCC(=O)OCC (Ethyl 4-bromobutyrate). Reactants: C[Li] (Methyl lithium), CON(C(=O)C=1C2=C(SC1)C=C(C=C2)OC)C (6-Methoxy-benzo[b]thiophene-3-carboxylic acid methoxy-methyl amide), [NH4+].[Cl-] (NH4Cl). Solvent: C1CCOC1 (THF). Reaction conditions: temperature -78 celsius, time 1 hour. Yields the product C(C)(=O)C=1C2=C(SC1)C=C(C=C2)OC (3-acetyl-6-methoxy-benzo[b]thiophene). Isolated yield 48.3%. As a reaction SMILES: CON(C)[C:4]([C:6]1[C:7]2[CH:14]=[CH:13][C:12]([O:15][CH3:16])=[CH:11][C:8]=2[S:9][CH:10]=1)=[O:5].[CH3:18][Li].[NH4+].[Cl-]>C1COCC1>[C:4]([C:6]1[C:7]2[CH:14]=[CH:13][C:12]([O:15][CH3:16])=[CH:11][C:8]=2[S:9][CH:10]=1)(=[O:5])[CH3:18] |f:2.3|. Reported procedure: 6-Methoxy-benzo[b]thiophene-3-carboxylic acid methoxy-methyl amide (800 mg, 3.19 mmol) was stirred in dry THF (20 mL) under argon at −78° C. under argon. Methyl lithium (5.0 mL, 1.5 M in hexanes, 2.35 mmol) was added dropwise, and the reaction stirred 1 h at −78° C. and then 1 h while warning to −20° C. The reaction was poured over saturated NH4Cl (40 mL) and extracted with EtOAc (2×30 mL). Organics were washed with brine (25 mL), dried (Na2SO4), and concentrated in vacuo. Purification by silica...